From a dataset of the Open Reaction Database (ORD), a public repository of structured organic reaction records. describe an organic reaction: reactants, conditions, products, and yield Reactants: NC[C@@H]1N(CCC[C@@H]1C)C(=O)C1=C(C=CC(=C1)C)N1N=CC=N1 (rac-cis-(2-(aminomethyl)-3-methylpiperidin-1-yl)(5-methyl-2-(2H-1,2,3-triazol-2-yl)phenyl)methanone), ClC1=NC=C(C=N1)Cl (2,5-dichloropyrimidine). Yields the product ClC=1C=NC(=NC1)NC[C@@H]1N(CCC[C@@H]1C)C(=O)C1=C(C=CC(=C1)C)N1N=CC=N1 (rac-cis-(2-(((5-Chloropyrimidin-2-yl)amino)methyl)-3-methylpiperidin-1-yl)(5-methyl-2-(2H-1,2,3-triazol-2-yl)phenyl)methanone). RXN SMILES: [NH2:1][CH2:2][C@H:3]1[C@@H:8]([CH3:9])[CH2:7][CH2:6][CH2:5][N:4]1[C:10]([C:12]1[CH:17]=[C:16]([CH3:18])[CH:15]=[CH:14][C:13]=1[N:19]1[N:23]=[CH:22][CH:21]=[N:20]1)=[O:11].Cl[C:25]1[N:30]=[CH:29][C:28]([Cl:31])=[CH:27][N:26]=1>>[Cl:31][C:28]1[CH:27]=[N:26][C:25]([NH:1][CH2:2][C@H:3]2[C@@H:8]([CH3:9])[CH2:7][CH2:6][CH2:5][N:4]2[C:10]([C:12]2[CH:17]=[C:16]([CH3:18])[CH:15]=[CH:14][C:13]=2[N:19]2[N:23]=[CH:22][CH:21]=[N:20]2)=[O:11])=[N:30][CH:29]=1. Procedure details: The title compound was prepared following the same general protocol as described for Example 16 starting with rac-cis-(2-(aminomethyl)-3-methylpiperidin-1-yl)(5-methyl-2-(2H-1,2,3-triazol-2-yl)phenyl)methanone and 2,5-dichloropyrimidine. MS (ESI) 426.4 (M+H). As a reaction SMILES: [CH3:32][N:33]([CH3:34])[CH:35]=[O:36].[CH3:37][N:38]([CH3:39])[c:40]1[cH:41][cH:42][n:43][cH:44][cH:45]1.[CH3:46][CH2:47][O:48][C:49](=[O:50])[CH3:51].[CH:23]([N:24]([CH:25]([CH3:26])[CH3:27])[CH2:28][CH3:29])([CH3:30])[CH3:31].[Cl:1][c:2]1[c:3]([C:4](=[O:5])[O:6][CH3:7])[cH:8][cH:9][c:10]([Cl:12])[n:11]1.[F:13][c:14]1[cH:15][cH:16][c:17]([CH:20]([CH3:21])[NH2:22])[cH:18][cH:19]1>>[c:2]1([NH:22][CH:20]([c:17]2[cH:16][cH:15][c:14]([F:13])[cH:19][cH:18]2)[CH3:21])[c:3]([C:4](=[O:5])[O:6][CH3:7])[cH:8][cH:9][c:10]([Cl:12])[n:11]1. Starting materials: CN(C)C=O, CN(C)c1ccncc1, CCOC(C)=O, CCN(C(C)C)C(C)C, COC(=O)c1ccc(Cl)nc1Cl, CC(N)c1ccc(F)cc1. The product is COC(=O)c1ccc(Cl)nc1NC(C)c1ccc(F)cc1.